Dataset: the Open Reaction Database (ORD), a public repository of structured organic reaction records. Task: describe an organic reaction: reactants, conditions, products, and yield The reactants are FC1=CC=C(C(=O)C2=CC=C(C=C2)F)C=C1 (4,4'-difluorobenzophenone), C(#N)CC(=O)OCC (ethyl cyanoacetate), C1=CC=CC=C1 (benzene), NCCC(=O)O (β-alanine). Solvent: C(C)(=O)O (acetic acid), O (water), O (water). Reaction conditions: time 14 day. The product is C(#N)C(C(=O)OCC)=C(C1=CC=C(C=C1)F)C1=CC=C(C=C1)F (Ethyl 2-cyano-3,3-bis(4-fluorophenyl)-2-propenoate). The yield is 56.2%. Reaction SMILES: [F:1][C:2]1[CH:16]=[CH:15][C:5]([C:6]([C:8]2[CH:13]=[CH:12][C:11]([F:14])=[CH:10][CH:9]=2)=O)=[CH:4][CH:3]=1.[C:17]([CH2:19][C:20]([O:22][CH2:23][CH3:24])=[O:21])#[N:18].C1C=CC=CC=1.NCCC(O)=O>O.C(O)(=O)C>[C:17]([C:19](=[C:6]([C:8]1[CH:13]=[CH:12][C:11]([F:14])=[CH:10][CH:9]=1)[C:5]1[CH:15]=[CH:16][C:2]([F:1])=[CH:3][CH:4]=1)[C:20]([O:22][CH2:23][CH3:24])=[O:21])#[N:18]. Procedure: A mixture of 20.0 g (92 mmoles) of 4,4'-difluorobenzophenone, 11.0 g (97 mmoles) of ethyl cyanoacetate in a mixed solvent of 100 mL of dry benzene and 20 mL of glacial acetic acid containing a catalytic amount of β-alanine (0.9 g) was refluxed with separation of water using a Dean-Stark water trap. Separation of water was rapid during the first 2 hours (0.4 mL aqueous layer collected) but slower afterward. Azeotropic distillation was continued for a period of 14 days. Analytical TLC eluted with ... Starting materials: C1CCOC1, CCO, Cl, CCOC(=O)C=Cc1ccc(C(=C2CC(C)(C)OC(C)(C)C2)c2ccc(O)c(F)c2)cc1, [Na+], [OH-]. Yields the product CC1(C)CC(=C(c2ccc(C=CC(=O)O)cc2)c2ccc(O)c(F)c2)CC(C)(C)O1. As a reaction SMILES: [CH2:39]1[O:40][CH2:41][CH2:42][CH2:43]1.[CH3:36][CH2:37][OH:38].[ClH:35].[F:1][c:2]1[cH:3][c:4]([C:9]([c:10]2[cH:11][cH:12][c:13]([CH:16]=[CH:17][C:18](=[O:19])[O:20][CH2:21][CH3:22])[cH:14][cH:15]2)=[C:23]2[CH2:24][C:25]([CH3:31])([CH3:32])[O:26][C:27]([CH3:29])([CH3:30])[CH2:28]2)[cH:5][cH:6][c:7]1[OH:8].[Na+:34].[OH-:33]>>[F:1][c:2]1[cH:3][c:4]([C:9]([c:10]2[cH:11][cH:12][c:13]([CH:16]=[CH:17][C:18](=[O:19])[OH:20])[cH:14][cH:15]2)=[C:23]2[CH2:24][C:25]([CH3:31])([CH3:32])[O:26][C:27]([CH3:29])([CH3:30])[CH2:28]2)[cH:5][cH:6][c:7]1[OH:8]. Reactants: CO, Fc1ccc(Oc2cc3c(Cl)nc(Cl)nc3cn2)c(F)c1, N. The product is Nc1nc(Cl)nc2cnc(Oc3ccc(F)cc3F)cc12. As a reaction SMILES: [CH3:23][OH:24].[Cl:1][c:2]1[n:3][c:4]([Cl:21])[c:5]2[c:6]([n:7]1)[cH:8][n:9][c:10]([O:12][c:13]1[c:14]([F:20])[cH:15][c:16]([F:19])[cH:17][cH:18]1)[cH:11]2.[NH3:22]>>[Cl:1][c:2]1[n:3][c:4]([NH2:22])[c:5]2[c:6]([n:7]1)[cH:8][n:9][c:10]([O:12][c:13]1[c:14]([F:20])[cH:15][c:16]([F:19])[cH:17][cH:18]1)[cH:11]2. The product is C1=C(C=CC2=CC=CC=C12)S(=O)(=O)NC=1C=C(C(=O)OC)C=CC1 (Methyl 3-[(2-Naphthalenyl)sulfonylamino]benzoate). Starting materials: NC=1C=C(C(=O)OC)C=CC1 (methyl 3-aminobenzoate), C(Cl)Cl (methylene chloride), CN1CCOCC1 (N-methylmorpholine), C1=C(C=CC2=CC=CC=C12)S(=O)(=O)Cl (2-naphthalenesulfonyl chloride). RXN SMILES: [NH2:1][C:2]1[CH:3]=[C:4]([CH:9]=[CH:10][CH:11]=1)[C:5]([O:7][CH3:8])=[O:6].C(Cl)Cl.CN1CCOCC1.[CH:22]1[C:31]2[C:26](=[CH:27][CH:28]=[CH:29][CH:30]=2)[CH:25]=[CH:24][C:23]=1[S:32](Cl)(=[O:34])=[O:33]>>[CH:22]1[C:31]2[C:26](=[CH:27][CH:28]=[CH:29][CH:30]=2)[CH:25]=[CH:24][C:23]=1[S:32]([NH:1][C:2]1[CH:3]=[C:4]([CH:9]=[CH:10][CH:11]=1)[C:5]([O:7][CH3:8])=[O:6])(=[O:33])=[O:34]. Run at time 8 hour. Reported procedure: To 5.0 g (33 mmol) of methyl 3-aminobenzoate (4) in 70 mL of methylene chloride containing 4.0 mL (36 mmol) of N-methylmorpholine was added 7.49 g (33 mmol) of 2-naphthalenesulfonyl chloride. After stirring at room temperature overnight, the reaction mixture was quenched with 1N HCl (100 mL). The suspension was dissolved in ca. 250 mL of tetrahydrofuran and enough ether was added to induce phase separation. The organic extract was washed with saturated sodium chloride solution (2×). The organic ... The yield is 97.6%. Starting materials: 2,4-dimethoxyphenyl[1,2-a]pyrimidine, ClS(=O)(=O)O (chlorosulphonic acid), CNC (dimethylamine), COC1=C(C=C(C(=C1)OC)S(=O)(=O)Cl)C=1N=C2N(C=CC=N2)C1 (2-(2,4-dimethoxy-5-chlorosulphonyl-phenyl)-imidazo[1,2-a]pyrimidine). Yields the product COC1=C(C=C(C(=C1)OC)S(=O)(=O)N(C)C)C=1N=C2N(C=CC=N2)C1 (2-(2,4-Dimethoxy-5-dimethylaminosulphonyl-phenyl)-imidazo[1,2-a]pyrimidine). As a reaction SMILES: [CH3:1][O:2][C:3]1[CH:8]=[C:7]([O:9][CH3:10])[C:6]([S:11](Cl)(=[O:13])=[O:12])=[CH:5][C:4]=1[C:15]1[N:16]=[C:17]2[N:22]=[CH:21][CH:20]=[CH:19][N:18]2[CH:23]=1.ClS(O)(=O)=O.[CH3:29][NH:30][CH3:31]>>[CH3:1][O:2][C:3]1[CH:8]=[C:7]([O:9][CH3:10])[C:6]([S:11]([N:30]([CH3:31])[CH3:29])(=[O:13])=[O:12])=[CH:5][C:4]=1[C:15]1[N:16]=[C:17]2[N:22]=[CH:21][CH:20]=[CH:19][N:18]2[CH:23]=1. Reported procedure: Prepared from 2-(2,4-dimethoxy-5-chlorosulphonyl-phenyl)-imidazo[1,2-a]pyrimidine (prepared from 2-(2,4-dimethoxyphenyl[1,2-a]pyrimidine and chlorosulphonic acid) and 40% dimethylamine analogously to Example 25. Reactants: O (water), CC(C)NC1=CC(=CC=C1)C=1C=CC=2N(N1)C(=NN2)C (N-(1-methylethyl)-3-(3-methyl-1,2,4-triazolo[4,3-b]pyridazin-6-yl)benzenamine), C(C)(C)N(CC)C(C)C (diisopropylethylamine), C(C)(=O)Cl (acetylchloride). The solvent is ClCCl (dichloromethane). Reaction conditions: time 12 hour. Product: CC(C)NC(CC1=CC(=CC=C1)C=1C=CC=2N(N1)C(=NN2)C)=O (N-(1-Methylethyl)-3-(3-methyl-1,2,4-triazolo[4,3-b]pyridazin-6-yl)phenylacetamide). Reaction SMILES: CC(N[C:5]1[CH:10]=[CH:9][CH:8]=[C:7]([C:11]2[CH:12]=[CH:13][C:14]3[N:15]([C:17]([CH3:20])=[N:18][N:19]=3)[N:16]=2)[CH:6]=1)C.[CH:21]([N:24](C(C)C)[CH2:25][CH3:26])([CH3:23])[CH3:22].C(Cl)(=[O:32])C.O>ClCCl>[CH3:22][CH:21]([NH:24][C:25](=[O:32])[CH2:26][C:5]1[CH:10]=[CH:9][CH:8]=[C:7]([C:11]2[CH:12]=[CH:13][C:14]3[N:15]([C:17]([CH3:20])=[N:18][N:19]=3)[N:16]=2)[CH:6]=1)[CH3:23]. Procedure: To a solution of 2 g of N-(1-methylethyl)-3-(3-methyl-1,2,4-triazolo[4,3-b]pyridazin-6-yl)benzenamine and 1.43 ml diisopropylethylamine in 200 ml of dichloromethane was added 0.6 ml of acetylchloride. This solution was stirred for 12 hours, then poured onto 200 ml of water and extracted with 150 ml portions of dichloromethane. The combined extracts were dried, concentrated in vacuo and the solid chromatographed on 300 g of silica gel using dichloromethane-methanol (97:3). The fractions containin... Starting materials: CCOc1cc(CC(=O)NC(c2ccccc2)c2ccccc2N2CCCCC2)ccc1CO, ClC(Cl)Cl, O=[Cr](=O)([O-])Cl, c1cc[nH+]cc1. Product: CCOc1cc(CC(=O)NC(c2ccccc2)c2ccccc2N2CCCCC2)ccc1C=O. RXN SMILES: [CH2:1]([CH3:2])[O:3][c:4]1[c:5]([CH2:6][OH:7])[cH:8][cH:9][c:10]([CH2:12][C:13](=[O:14])[NH:15][CH:16]([c:17]2[c:18]([N:23]3[CH2:24][CH2:25][CH2:26][CH2:27][CH2:28]3)[cH:19][cH:20][cH:21][cH:22]2)[c:29]2[cH:30][cH:31][cH:32][cH:33][cH:34]2)[cH:11]1.[CH:46]([Cl:47])([Cl:48])[Cl:49].[O:35]=[Cr:36]([Cl:37])([O-:38])=[O:39].[nH+:40]1[cH:41][cH:42][cH:43][cH:44][cH:45]1>>[CH2:1]([CH3:2])[O:3][c:4]1[c:5]([CH:6]=[O:7])[cH:8][cH:9][c:10]([CH2:12][C:13](=[O:14])[NH:15][CH:16]([c:17]2[c:18]([N:23]3[CH2:24][CH2:25][CH2:26][CH2:27][CH2:28]3)[cH:19][cH:20][cH:21][cH:22]2)[c:29]2[cH:30][cH:31][cH:32][cH:33][cH:34]2)[cH:11]1. Reactants: Cc1cc(C)c(C#N)c(NCCN(C)C)n1, COC(=O)Cl, c1ccccc1. Yields the product COC(=O)N(CCN(C)C)c1nc(C)cc(C)c1C#N. RXN SMILES: [CH3:1][N:2]([CH2:3][CH2:4][NH:5][c:6]1[n:7][c:8]([CH3:15])[cH:9][c:10]([CH3:14])[c:11]1[C:12]#[N:13])[CH3:16].[Cl:17][C:18](=[O:19])[O:20][CH3:21].[cH:22]1[cH:23][cH:24][cH:25][cH:26][cH:27]1>>[CH3:1][N:2]([CH2:3][CH2:4][N:5]([c:6]1[n:7][c:8]([CH3:15])[cH:9][c:10]([CH3:14])[c:11]1[C:12]#[N:13])[C:18](=[O:19])[O:20][CH3:21])[CH3:16]. The reactants are C(#N)CC(=O)NC1=NC=C2C=C(C(N(C2=C1)CC)=O)C=1C(=CC(=C(C1)NC(OC1=CC=CC=C1)=O)F)F (phenyl (5-(7-(2-cyanoacetamido)-1-ethyl-2-oxo-1,2-dihydro-1,6-naphthyridin-3-yl)-2,4-difluorophenyl)carbamate), NC1=CC=CC=C1 (aniline). The solvent is CS(=O)C (DMSO). The product is C(#N)CC(=O)NC1=NC=C2C=C(C(N(C2=C1)CC)=O)C1=C(C=C(C(=C1)NC(=O)NC1=CC=CC=C1)F)F (2-cyano-N-(3-(2,4-difluoro-5-(3-phenylureido)phenyl)-1-ethyl-2-oxo-1,2-dihydro-1,6-naphthyridin-7-yl)acetamide). Yield: 12.4%. Reaction SMILES: [C:1]([CH2:3][C:4]([NH:6][C:7]1[CH:16]=[C:15]2[C:10]([CH:11]=[C:12]([C:20]3[C:21]([F:37])=[CH:22][C:23]([F:36])=[C:24]([NH:26][C:27](=[O:35])OC4C=CC=CC=4)[CH:25]=3)[C:13](=[O:19])[N:14]2[CH2:17][CH3:18])=[CH:9][N:8]=1)=[O:5])#[N:2].[NH2:38][C:39]1[CH:44]=[CH:43][CH:42]=[CH:41][CH:40]=1>CS(C)=O>[C:1]([CH2:3][C:4]([NH:6][C:7]1[CH:16]=[C:15]2[C:10]([CH:11]=[C:12]([C:20]3[CH:25]=[C:24]([NH:26][C:27]([NH:38][C:39]4[CH:44]=[CH:43][CH:42]=[CH:41][CH:40]=4)=[O:35])[C:23]([F:36])=[CH:22][C:21]=3[F:37])[C:13](=[O:19])[N:14]2[CH2:17][CH3:18])=[CH:9][N:8]=1)=[O:5])#[N:2]. Procedure details: A solution of phenyl (5-(7-(2-cyanoacetamido)-1-ethyl-2-oxo-1,2-dihydro-1,6-naphthyridin-3-yl)-2,4-difluorophenyl)carbamate (400 mg, 0.80 mmol) and aniline (158 mg, 1.6 mmol) in DMSO (3 mL) was heated at 60° C. overnight and purified via reverse-phase chromatography (MeCN/H2O with 0.1% TFA) to afford 2-cyano-N-(3-(2,4-difluoro-5-(3-phenylureido)phenyl)-1-ethyl-2-oxo-1,2-dihydro-1,6-naphthyridin-7-yl)acetamide (50 mg, 13% yield). 1H NMR (400 MHz, DMSO-d6): δ 11.23 (s, 1H), 8.92 (s, 1H), 8.78 (s, ... The reactants are O=C([O-])[O-], CN1CCCC1=O, CCOC(C)=O, N#Cc1cc(F)cc(Cl)c1, COc1cc(O)c(Cl)c(F)c1, [Cs+], [Cs+]. Product: COc1cc(F)c(Cl)c(Oc2cc(Cl)cc(C#N)c2)c1. RXN SMILES: [C:12](=[O:13])([O-:14])[O-:15].[CH3:28][N:29]1[CH2:30][CH2:31][CH2:32][C:33]1=[O:34].[CH3:35][CH2:36][O:37][C:38]([CH3:39])=[O:40].[Cl:18][c:19]1[cH:20][c:21]([C:22]#[N:23])[cH:24][c:25]([F:27])[cH:26]1.[Cl:1][c:2]1[c:3]([OH:11])[cH:4][c:5]([O:9][CH3:10])[cH:6][c:7]1[F:8].[Cs+:16].[Cs+:17]>>[Cl:1][c:2]1[c:3]([O:11][c:25]2[cH:24][c:21]([C:22]#[N:23])[cH:20][c:19]([Cl:18])[cH:26]2)[cH:4][c:5]([O:9][CH3:10])[cH:6][c:7]1[F:8].